This data is from the Open Reaction Database (ORD), a public repository of structured organic reaction records. The task is: describe an organic reaction: reactants, conditions, products, and yield The reactants are step-iii, CC1=NN(C(=C1C1=CN(C2=NC=C(C=C21)C2=CC=C(C=C2)N2CCN(CC2)C(=O)OC(C)(C)C)S(=O)(=O)C2=CC=C(C)C=C2)C)CC2=CC(=CC=C2)C (tert-butyl 4-(4-(3-(3,5-dimethyl-1-(3-methylbenzyl)-1H-pyrazol-4-yl)-1-tosyl-1H-pyrrolo[2,3-b]pyridin-5-yl)phenyl)piperazine-1-carboxylate), [OH-].[Li+] (lithium hydroxide). Solvent: C1CCOC1.CO.O (THF Methanol water). Yields the product CC1=NN(C(=C1C1=CNC2=NC=C(C=C21)C2=CC=C(C=C2)N2CCN(CC2)C(=O)OC(C)(C)C)C)CC2=CC(=CC=C2)C (tert-butyl 4-(4-(3-(3,5-dimethyl-1-(3-methylbenzyl)-1H-pyrazol-4-yl)-1H-pyrrolo[2,3-b]pyridin-5-yl)phenyl)piperazine-1-carboxylate). Yield: 34.7%. Reaction SMILES: [CH3:1][C:2]1[C:6]([C:7]2[C:15]3[C:10](=[N:11][CH:12]=[C:13]([C:16]4[CH:21]=[CH:20][C:19]([N:22]5[CH2:27][CH2:26][N:25]([C:28]([O:30][C:31]([CH3:34])([CH3:33])[CH3:32])=[O:29])[CH2:24][CH2:23]5)=[CH:18][CH:17]=4)[CH:14]=3)[N:9](S(C3C=CC(C)=CC=3)(=O)=O)[CH:8]=2)=[C:5]([CH3:45])[N:4]([CH2:46][C:47]2[CH:52]=[CH:51][CH:50]=[C:49]([CH3:53])[CH:48]=2)[N:3]=1.[OH-].[Li+]>C1COCC1.CO.O>[CH3:1][C:2]1[C:6]([C:7]2[C:15]3[C:10](=[N:11][CH:12]=[C:13]([C:16]4[CH:17]=[CH:18][C:19]([N:22]5[CH2:27][CH2:26][N:25]([C:28]([O:30][C:31]([CH3:34])([CH3:33])[CH3:32])=[O:29])[CH2:24][CH2:23]5)=[CH:20][CH:21]=4)[CH:14]=3)[NH:9][CH:8]=2)=[C:5]([CH3:45])[N:4]([CH2:46][C:47]2[CH:52]=[CH:51][CH:50]=[C:49]([CH3:53])[CH:48]=2)[N:3]=1 |f:1.2,3.4.5|. Procedure details: Using similar reaction conditions as described in step-iii of example-1, tert-butyl 4-(4-(3-(3,5-dimethyl-1-(3-methylbenzyl)-1H-pyrazol-4-yl)-1-tosyl-1H-pyrrolo[2,3-b]pyridin-5-yl)phenyl)piperazine-1-carboxylate (90 mg, 0.1 mmol) was hydrolyzed by lithium hydroxide (9 mg, 0.3 mmol), THF/Methanol/water (1/1/0.5 ml) to afford 20 mg (29% yield) of the titled compound. MS: m/z=577.2 (M+1). Reactants: C1(=CC=CC=C1)C1CC(=O)OC(C1)=O (3-phenylglutaric anhydride), NC1=CC=NC=C1 (4-aminopyridine), C=1(C(=CC=CC1)C)C (xylene), CS(=O)(=O)O (methane sulfonic acid). Run in O (water). Conditions: time 2 day. Yields the product C1(=CC=CC=C1)C1CC(N(C(C1)=O)C1=CC=NC=C1)=O (4-phenyl-1-(4-pyridyl)-piperidin-2,6-dione). Reaction SMILES: [C:1]1([CH:7]2[CH2:13][C:12](=[O:14])[O:11][C:9](=O)[CH2:8]2)[CH:6]=[CH:5][CH:4]=[CH:3][CH:2]=1.[NH2:15][C:16]1[CH:21]=[CH:20][N:19]=[CH:18][CH:17]=1.C1(C)C(C)=CC=CC=1.CS(O)(=O)=O>O>[C:1]1([CH:7]2[CH2:8][C:9](=[O:11])[N:15]([C:16]3[CH:21]=[CH:20][N:19]=[CH:18][CH:17]=3)[C:12](=[O:14])[CH2:13]2)[CH:2]=[CH:3][CH:4]=[CH:5][CH:6]=1. Procedure details: The starting material is prepared as follows: The mixture of 19 g of 3-phenylglutaric anhydride, 10.3 g of 4-aminopyridine, 350 ml of xylene and 2.5 g of methane sulfonic acid is refluxed on a water separator while stirring for 2 days. The hot solution is decanted from some insolubles, cooled, filtered an the residue triturated with hot isopropanol, to yield the 4-phenyl-1-(4-pyridyl)-piperidin-2,6-dione meling at 229°-230°; the analogously prepared 4-(p-methoxyphenyl)-1-(4-pyridyl)-piperidine-2...